This data is from the Open Reaction Database (ORD), a public repository of structured organic reaction records. The task is: describe an organic reaction: reactants, conditions, products, and yield Reactants: solution, O (water), C[Mg]Br (methylmagnesium bromide), C(#N)C1=C(C=O)C=CC=C1 (2-cyanobenzaldehyde). Run in O1CCCC1 (tetrahydrofuran), O1CCCC1 (tetrahydrofuran). Yields the product C(#N)C1=C(C=CC=C1)C(C)O (1-(2-cyanophenyl)ethanol). RXN SMILES: [CH3:1][Mg]Br.[C:4]([C:6]1[CH:13]=[CH:12][CH:11]=[CH:10][C:7]=1[CH:8]=[O:9])#[N:5].O>O1CCCC1>[C:4]([C:6]1[CH:13]=[CH:12][CH:11]=[CH:10][C:7]=1[CH:8]([OH:9])[CH3:1])#[N:5]. Reported procedure: A 1M solution of methylmagnesium bromide in tetrahydrofuran (12 ml, 12 mmol) was dropwise and portionwise added to a solution of 2-cyanobenzaldehyde (1.31 g, 10.0 mmol) dissolved in dried tetrahydrofuran (25 ml), followed by stirring at room temperature for one night. After the reaction, water was added to the reaction mixture followed by extraction with ethyl acetate. The organic layer was dried over anhydrous magnesium sulfate, the drying agent was filtered off, and the solution was concentrat... Reactants: O=C([O-])[O-], Cc1c(NC(=O)C(F)(F)F)ccc2ocnc12, CCOC(C)=O, CO, [K+], [K+], O. The product is Cc1c(N)ccc2ocnc12. RXN SMILES: [C:19](=[O:20])([O-:21])[O-:22].[CH3:1][c:2]1[c:3]([NH:11][C:12](=[O:13])[C:14]([F:15])([F:16])[F:17])[cH:4][cH:5][c:6]2[c:7]1[n:8][cH:9][o:10]2.[CH3:25][CH2:26][O:27][C:28](=[O:29])[CH3:30].[CH3:31][OH:32].[K+:23].[K+:24].[OH2:18]>>[CH3:1][c:2]1[c:3]([NH2:11])[cH:4][cH:5][c:6]2[c:7]1[n:8][cH:9][o:10]2. Reactants: FC1=C(OC2=C(C=C(C=C2)[N+](=O)[O-])C2=CN(C3=C(N=C(C=C32)CN3CCOCC3)OC)C)C=CC(=C1)F (4-((3-(2-(2,4-difluorophenoxy)-5-nitrophenyl)-7-methoxy-1-methyl-1H-pyrrolo[2,3-c]pyridin-5-yl)methyl)morpholine), [Cl-].[NH4+] (ammonium chloride), C(C)O (ethanol), O (water). The reagents and catalysts are [Fe] (iron). The solvent is C(C)(=O)OCC (ethyl acetate), O1CCCC1 (tetrahydrofuran). Yields the product FC1=C(OC2=C(C=C(N)C=C2)C2=CN(C3=C(N=C(C=C32)CN3CCOCC3)OC)C)C=CC(=C1)F (4-(2,4-difluorophenoxy)-3-(7-methoxy-1-methyl-5-(morpholinomethyl)-1H-pyrrolo[2,3-c]pyridin-3-yl)aniline). The yield is 98.2%. Reaction SMILES: [F:1][C:2]1[CH:36]=[C:35]([F:37])[CH:34]=[CH:33][C:3]=1[O:4][C:5]1[CH:10]=[CH:9][C:8]([N+:11]([O-])=O)=[CH:7][C:6]=1[C:14]1[C:22]2[C:17](=[C:18]([O:30][CH3:31])[N:19]=[C:20]([CH2:23][N:24]3[CH2:29][CH2:28][O:27][CH2:26][CH2:25]3)[CH:21]=2)[N:16]([CH3:32])[CH:15]=1.[Cl-].[NH4+].C(O)C.O>O1CCCC1.C(OCC)(=O)C.[Fe]>[F:1][C:2]1[CH:36]=[C:35]([F:37])[CH:34]=[CH:33][C:3]=1[O:4][C:5]1[CH:10]=[CH:9][C:8]([NH2:11])=[CH:7][C:6]=1[C:14]1[C:22]2[C:17](=[C:18]([O:30][CH3:31])[N:19]=[C:20]([CH2:23][N:24]3[CH2:25][CH2:26][O:27][CH2:28][CH2:29]3)[CH:21]=2)[N:16]([CH3:32])[CH:15]=1 |f:1.2|. Reported procedure: A mixture of Example 182C (58 mg, 0.114 mmol), ammonium chloride (6.08 mg, 0.114 mmol), iron (50.8 mg, 0.909 mmol), in 4 mL tetrahydrofuran and 4 mL ethanol and 2 mL water was heated at reflux for 3 hours. The mixture was diluted with ethyl acetate, washed with water and saturated aqueous sodium chloride, dried over anhydrous magnesium sulfate, and filtered. The filtrated was concentrated to give the title compound (54 mg, 0.112 mmol, 99% yield). The product is FC=1C(=NN(C1)C1=C(C(=O)NC(CC2=CC=CC=C2)C(C(=O)NOC)O)C=CC=N1)C1=CC=CC=C1 (2-(4-Fluoro-3-phenyl-1H-pyrazol-1-yl)-N-(3-hydroxy-4-(methoxyamino)-4-oxo-1-phenylbutan-2-yl)nicotinamide). RXN SMILES: [F:1][C:2]1[C:3]([C:29]2[CH:34]=[CH:33][CH:32]=[CH:31][CH:30]=2)=[N:4][N:5]([C:7]2[N:28]=[CH:27][CH:26]=[CH:25][C:8]=2[C:9]([NH:11][CH:12]([CH2:18][C:19]2[CH:24]=[CH:23][CH:22]=[CH:21][CH:20]=2)[CH:13]([OH:17])[C:14](O)=[O:15])=[O:10])[CH:6]=1.Cl.[CH3:36][O:37][NH2:38]>>[F:1][C:2]1[C:3]([C:29]2[CH:34]=[CH:33][CH:32]=[CH:31][CH:30]=2)=[N:4][N:5]([C:7]2[N:28]=[CH:27][CH:26]=[CH:25][C:8]=2[C:9]([NH:11][CH:12]([CH:13]([OH:17])[C:14]([NH:38][O:37][CH3:36])=[O:15])[CH2:18][C:19]2[CH:20]=[CH:21][CH:22]=[CH:23][CH:24]=2)=[O:10])[CH:6]=1 |f:1.2|. Reported procedure: The reaction was carried out in analogy to reaction step 1.3 by reacting 3-(2-(4-fluoro-3-phenyl-1H-pyrazol-1-yl)nicotinamido)-2-hydroxy-4-phenylbutanoic acid with O-methylhydroxylamine hydrochloride. ESI-MS [M+H]+: 490.2 Reactants: FC=1C(=NN(C1)C1=C(C(=O)NC(C(C(=O)O)O)CC2=CC=CC=C2)C=CC=N1)C1=CC=CC=C1 (3-(2-(4-fluoro-3-phenyl-1H-pyrazol-1-yl)nicotinamido)-2-hydroxy-4-phenylbutanoic acid), Cl.CON (O-methylhydroxylamine hydrochloride). Starting materials: CCOC(=O)C=C(C)Cl, CC(C)(C)[O-], Oc1cccc(Cl)c1, [K+], C1CCOC1. Product: CCOC(=O)C=C(C)Oc1cccc(Cl)c1. RXN SMILES: [CH2:15]([CH3:16])[O:17][C:18]([CH:19]=[C:20]([CH3:21])[Cl:22])=[O:23].[CH3:1][C:2]([CH3:3])([O-:4])[CH3:5].[Cl:7][c:8]1[cH:9][c:10]([OH:14])[cH:11][cH:12][cH:13]1.[K+:6].[O:24]1[CH2:25][CH2:26][CH2:27][CH2:28]1>>[Cl:7][c:8]1[cH:9][c:10]([O:14][C:20](=[CH:19][C:18]([O:17][CH2:15][CH3:16])=[O:23])[CH3:21])[cH:11][cH:12][cH:13]1. The reactants are C(C)OC(=O)C=1C=NN(C1C(F)(F)F)C1=NC(=CC=C1)Cl (Ethyl-1-(6-chloropyridin-2-yl)-5-trifluoromethyl-1H-pyrazole-4-carboxylate), B1(OCC2=C1C=CC=C2)O (2,1-benzoxaborol-1(3H)-ol), trans-dichlorobis(triphenylphosphine) palladium (II), C(=O)([O-])[O-].[Na+].[Na+] (Na2CO3). Solvent: C(C)#N (acetonitrile). Run at temperature 100 celsius, time 1.5 hour. The product is OCC1=C(C=CC=C1)C1=CC=CC(=N1)N1N=CC(=C1C(F)(F)F)C(=O)OCC (Ethyl 1-{6-[2-(hydroxymethyl)phenyl]pyridin-2-yl}-5-(trifluoromethyl)-1H-pyrazole-4-carboxylate). RXN SMILES: [CH2:1]([O:3][C:4]([C:6]1[CH:7]=[N:8][N:9]([C:15]2[CH:20]=[CH:19][CH:18]=[C:17](Cl)[N:16]=2)[C:10]=1[C:11]([F:14])([F:13])[F:12])=[O:5])[CH3:2].B1(O)[C:26]2[CH:27]=[CH:28][CH:29]=[CH:30][C:25]=2[CH2:24][O:23]1.C([O-])([O-])=O.[Na+].[Na+]>C(#N)C>[OH:23][CH2:24][C:25]1[CH:30]=[CH:29][CH:28]=[CH:27][C:26]=1[C:17]1[N:16]=[C:15]([N:9]2[C:10]([C:11]([F:14])([F:13])[F:12])=[C:6]([C:4]([O:3][CH2:1][CH3:2])=[O:5])[CH:7]=[N:8]2)[CH:20]=[CH:19][CH:18]=1 |f:2.3.4|. Reported procedure: A mixture of the title compound from Example 1 Step A (300 mg, 0.94 mmol), 2,1-benzoxaborol-1(3H)-ol (189 mg, 1.40 mmol), trans-dichlorobis(triphenylphosphine) palladium (II) (94 mg, 0.14 mmol), Na2CO3 (1.4 mL, 2.0 M aqueous, 2.8 mmol) and acetonitrile (1.5 mL) in a nitrogen-filled capped vial was stirred at 100° C. for 1.5 h, cooled, concentrated and purified by silica gel flash chromatography (hexanes-EtOAc, 3:1 to 2:1 v/v) to provide the title compound: LCMS 374.1 [M−OH]+; 1H NMR (400 MHz, CD... The reactants are FC1=C(C=CC(=C1F)C1CCC(CC1)CCCCC)C1CCC(CC1)C1CCC(CC1)O (4′-(2,3-difluoro-4-(4-pentylcyclohexyl)phenyl)bi(cyclohexane)-4-ol), O (water), [H-].[Na+] (sodium hydride), BrCC (bromoethane). Solvent: C1(=CC=CC=C1)C (toluene), CN(C=O)C (dimethylformamide), CN(C=O)C (dimethylformamide). Reaction conditions: temperature 60 celsius, time 1 hour. Yields the product FC1=C(C=CC(=C1F)C1CCC(CC1)CCCCC)C1(CCCCC1)C1CCC(CC1)OCC (2,3-difluoro-4-(4-pentylcyclohexyl)phenyl-4′-ethoxybi(cyclohexane)). As a reaction SMILES: [F:1][C:2]1[C:7]([F:8])=[C:6]([CH:9]2[CH2:14][CH2:13][CH:12](CCCCC)[CH2:11][CH2:10]2)[CH:5]=[CH:4][C:3]=1[CH:20]1[CH2:25][CH2:24][CH:23](C2CCC(O)CC2)[CH2:22][CH2:21]1.[H-].[Na+].Br[CH2:36][CH3:37].[OH2:38]>CN(C)C=O.C1(C)C=CC=CC=1>[F:8][C:7]1[C:2]([F:1])=[C:3]([CH:20]2[CH2:21][CH2:22][CH:23]([CH2:13][CH2:14][CH2:9][CH2:10][CH3:11])[CH2:24][CH2:25]2)[CH:4]=[CH:5][C:6]=1[C:9]1([CH:7]2[CH2:2][CH2:3][CH:4]([O:38][CH2:36][CH3:37])[CH2:5][CH2:6]2)[CH2:10][CH2:11][CH2:12][CH2:13][CH2:14]1 |f:1.2|. Procedure details: 4′-(2,3-Difluoro-4-(4-pentylcylohexyl)phenyl)bi(cyclohexane)-4-ol (48) (5.0 g) synthesized according to the method described in Example 7, sodium hydride (0.59 g) and dimethylformamide (50 ml) were put in a reaction vessel under a nitrogen atmosphere, and heated to 60° C. The mixture was stirred for 1 hour, then bromoethane (49) (1.34 g) dissolved in dimethylformamide (10 ml) was added dropwise thereto, and the mixture was heated to 120° C. The stirring was continued for 2 hours, and cooled slow... Reactants: [C-]#N.[Na+] (NaCN), [OH-].[NH4+] (ammonium hydroxide), BrC1=CC(=C(C=C1)OC)OC (1-Bromo-3,4-dimethoxybenzene), CNCCNC (N,N′-dimethylethylenediamine). Reagents/catalysts: [Cu]I (CuI). Solvent: O (water), C(C)(=O)OCC (ethyl acetate), C1(=CC=CC=C1)C (toluene). Reaction conditions: temperature 110 celsius, time 24 hour. The product is COC=1C=C(C#N)C=CC1OC (3,4-Dimethoxybenzonitrile). RXN SMILES: [C-]#N.[Na+].Br[C:5]1[CH:10]=[CH:9][C:8]([O:11][CH3:12])=[C:7]([O:13][CH3:14])[CH:6]=1.[CH3:15][NH:16]CCNC.[OH-].[NH4+]>[Cu]I.O.C(OCC)(=O)C.C1(C)C=CC=CC=1>[CH3:14][O:13][C:7]1[CH:6]=[C:5]([CH:10]=[CH:9][C:8]=1[O:11][CH3:12])[C:15]#[N:16] |f:0.1,4.5|. Procedure: An oven dried screw cap test tube was charged with NaCN (107 mg, 2.184 mmol), dried KI (60 mg, 0.361 mmol, 20 mol %) and CuI (34 mg, 0.210 mmol, 10 mol %), evacuated and backfilled with argon three times. 1-Bromo-3,4-dimethoxybenzene (260 μL, 1.807 mmol), N,N′-dimethylethylenediamine (195 μL, 1.832 mmol) and anhydrous toluene (1.2 mL) were added under argon. The tube was sealed and the reaction mixture was stirred magnetically at 110° C. for 24 h. The resulting yellow suspension was cooled to ro... Reactants: CC(=O)C1=CC(=C(C=C1)O)OC (4-hydroxy-3-methoxyacetophenone), CO3, BrCC=CCBr (1,4-dibromo-2-butene). The solvent is CC(=O)C (acetone). Reaction conditions: temperature 55 celsius. The product is BrC/C=C/COC1=C(C=C(C=C1)C(C)=O)OC ((E)-1-[4-[(4-bromo-2-butenyl)oxy]-3-methoxyphenyl]ethanone). The yield is 41.1%. Reaction SMILES: [CH3:1][C:2]([C:4]1[CH:9]=[CH:8][C:7]([OH:10])=[C:6]([O:11][CH3:12])[CH:5]=1)=[O:3].[Br:13][CH2:14][CH:15]=[CH:16][CH2:17]Br>CC(C)=O>[Br:13][CH2:14]/[CH:15]=[CH:16]/[CH2:17][O:10][C:7]1[CH:8]=[CH:9][C:4]([C:2](=[O:3])[CH3:1])=[CH:5][C:6]=1[O:11][CH3:12]. Procedure: A mixture of 4-hydroxy-3-methoxyacetophenone (10 g, 59 mmol), K2 CO3 (10 g, 1.2 q) and 1,4-dibromo-2-butene (>95% trans, Aldrich, 18 g, 1.2 eq) in acetone (500 ml) was heated at 55° C. for 3 hours. At the end of the reaction, the solvent was concentrated. The crude product was extracted into dichloromethane (750 ml) and the insolubles were filtered; then the solution was concentrated again to an oil. Purification on a silica gel column (SiO2, 100 g, eluted with dichloromethane) yielded 7.25 g (4... Starting materials: CO, Cl, O=C1CN2CCC1CC2. The product is OC1CN2CCC1CC2. Reaction SMILES: [CH3:11][OH:12].[ClH:1].[N:2]12[CH2:3][C:4](=[O:10])[CH:5]([CH2:6][CH2:7]1)[CH2:8][CH2:9]2>>[N:2]12[CH2:3][CH:4]([OH:10])[CH:5]([CH2:6][CH2:7]1)[CH2:8][CH2:9]2.